This data is from the Open Reaction Database (ORD), a public repository of structured organic reaction records. The task is: describe an organic reaction: reactants, conditions, products, and yield The reactants are [BH4-], CC1(CCCBr)OCCO1, CC(C)O, N#CC1(c2ccc(Cl)c(Cl)c2)CCC1, I, [Mg], [Na+], C1CCOC1. Yields the product CC1(CCCC(N)C2(c3ccc(Cl)c(Cl)c3)CCC2)OCCO1. Reaction SMILES: [BH4-:27].[Br:1][CH2:2][CH2:3][CH2:4][C:5]1([CH3:10])[O:6][CH2:7][CH2:8][O:9]1.[CH3:34][CH:35]([OH:36])[CH3:37].[Cl:13][c:14]1[cH:15][c:16]([C:21]2([C:25]#[N:26])[CH2:22][CH2:23][CH2:24]2)[cH:17][cH:18][c:19]1[Cl:20].[I:11].[Mg:12].[Na+:28].[O:29]1[CH2:30][CH2:31][CH2:32][CH2:33]1>>[CH2:2]([CH2:3][CH2:4][C:5]1([CH3:10])[O:6][CH2:7][CH2:8][O:9]1)[CH:25]([C:21]1([c:16]2[cH:15][c:14]([Cl:13])[c:19]([Cl:20])[cH:18][cH:17]2)[CH2:22][CH2:23][CH2:24]1)[NH2:26]. The reactants are FC1=CC=C2C(=NN(C2=C1)C)C=1N=C2C(=NC1)N(C=C2C(=O)O)COCC[Si](C)(C)C (2-(6-fluoro-1-methyl-1H-indazol-3-yl)-5-(2-trimethylsilanylethoxymethyl)-5H-pyrrolo[2,3-b]pyrazine-7-carboxylic acid), C=1C=CC2=C(C1)N=NN2O (HOBt), CCN(C(C)C)C(C)C (i-Pr2NEt), Cl.N[C@H](C)C1(CCCC1)C#N (1-((R)-1-amino-ethyl)-cyclopentanecarbonitrile hydrochloride), C(CCl)Cl (EDC). Run in CN(C)C=O (DMF). Reaction conditions: time 3 hour. The product is C(#N)C1(CCCC1)[C@@H](C)NC(=O)C1=CN(C2=NC=C(N=C21)C2=NN(C1=CC(=CC=C21)F)C)COCC[Si](C)(C)C (2-(6-fluoro-1-methyl-1H-indazol-3-yl)-5-(2-trimethylsilanyl-ethoxymethyl)-5H-pyrrolo[2,3-b]pyrazine-7-carboxylic acid [(R)-1-(1-cyano-cyclopentyl)-ethyl]-amide). The yield is 92.3%. Reaction SMILES: [F:1][C:2]1[CH:10]=[C:9]2[C:5]([C:6]([C:12]3[N:13]=[C:14]4[C:20]([C:21]([OH:23])=O)=[CH:19][N:18]([CH2:24][O:25][CH2:26][CH2:27][Si:28]([CH3:31])([CH3:30])[CH3:29])[C:15]4=[N:16][CH:17]=3)=[N:7][N:8]2[CH3:11])=[CH:4][CH:3]=1.Cl.[NH2:33][C@@H:34]([C:36]1([C:41]#[N:42])[CH2:40][CH2:39][CH2:38][CH2:37]1)[CH3:35].C(Cl)CCl.C1C=CC2N(O)N=NC=2C=1.CCN(C(C)C)C(C)C>CN(C=O)C>[C:41]([C:36]1([C@H:34]([NH:33][C:21]([C:20]2[C:14]3[C:15](=[N:16][CH:17]=[C:12]([C:6]4[C:5]5[C:9](=[CH:10][C:2]([F:1])=[CH:3][CH:4]=5)[N:8]([CH3:11])[N:7]=4)[N:13]=3)[N:18]([CH2:24][O:25][CH2:26][CH2:27][Si:28]([CH3:30])([CH3:29])[CH3:31])[CH:19]=2)=[O:23])[CH3:35])[CH2:40][CH2:39][CH2:38][CH2:37]1)#[N:42] |f:1.2|. Procedure: In a flask were combined 2-(6-fluoro-1-methyl-1H-indazol-3-yl)-5-(2-trimethylsilanylethoxymethyl)-5H-pyrrolo[2,3-b]pyrazine-7-carboxylic acid (120 mg, 0.27 mmol), 1-((R)-1-amino-ethyl)-cyclopentanecarbonitrile hydrochloride (48 mg, 0.27 mmol), EDC (120 mg, 0.63 mmol) and HOBt (106 g, 0.63 mmol). DMF (3 mL) was added followed by i-Pr2NEt (0.28 mL, 1.63 mmol). The reaction mixture was stirred at room temperature for 3 h then quenched with water and extracted with EtOAc. The organics were washed wi... The reactants are C(=O)C=1C=C(C(=O)O)C=CC1 (3-formylbenzoic acid), CS(=O)(=O)N (methanesulfonamide), CN(C)C1=NC=CC=C1 (dimethylaminopyridine), C1(CCCCC1)N=C=NC1CCCCC1 (dicyclohexylcarbodiimide). The solvent is O1CCCC1 (tetrahydrofuran), ClCCl (dichloromethane). The product is CS(=O)(=O)NC(=O)C=1C=C(C=O)C=CC1 (3-[(methanesulfonyl)aminocarbonyl]benzaldehyde). Isolated yield 26.0%. As a reaction SMILES: [CH:1]([C:3]1[CH:4]=[C:5]([CH:9]=[CH:10][CH:11]=1)[C:6](O)=[O:7])=[O:2].[CH3:12][S:13]([NH2:16])(=[O:15])=[O:14].CN(C1C=CC=CN=1)C.C1(N=C=NC2CCCCC2)CCCCC1>O1CCCC1.ClCCl>[CH3:12][S:13]([NH:16][C:6]([C:5]1[CH:4]=[C:3]([CH:11]=[CH:10][CH:9]=1)[CH:1]=[O:2])=[O:7])(=[O:15])=[O:14]. Procedure details: A mixture of 10.18 g of 3-formylbenzoic acid, 6.99 g of methanesulfonamide, 200 ml of dichloromethane, 8.95 g of dimethylaminopyridine, 15.22 g of dicyclohexylcarbodiimide and 100 ml of tetrahydrofuran was stirred at room temperature. The reaction solution was concentrated under reduced pressure, dissolved in ethyl acetate, a 1 N aqueous sodium hydroxide solution was added, and the layers were separated. To the aqueous layer was added 2 N hydrochloric acid to adjust to pH 1, this was extracted w... Starting materials: ClCCl, CCC1=C(C(=O)OCc2ccccc2)C(c2ccc(F)c(F)c2)N(C(=O)NC(C)c2ccccc2)C(OC)=N1, C1CCC2=NCCCN2CC1. Yields the product CCC1=C(C(=O)OCc2ccccc2)C(c2ccc(F)c(F)c2)NC(OC)=N1. As a reaction SMILES: [Cl:51][CH2:52][Cl:53].[F:1][c:2]1[cH:3][c:4]([CH:9]2[C:10]([C:30](=[O:31])[O:32][CH2:33][c:34]3[cH:35][cH:36][cH:37][cH:38][cH:39]3)=[C:11]([CH2:28][CH3:29])[N:12]=[C:13]([O:26][CH3:27])[N:14]2[C:15]([NH:16][CH:17]([c:18]2[cH:19][cH:20][cH:21][cH:22][cH:23]2)[CH3:24])=[O:25])[cH:5][cH:6][c:7]1[F:8].[N:40]12[CH2:41][CH2:42][CH2:43][N:44]=[C:45]1[CH2:46][CH2:47][CH2:48][CH2:49][CH2:50]2>>[F:1][c:2]1[cH:3][c:4]([CH:9]2[C:10]([C:30](=[O:31])[O:32][CH2:33][c:34]3[cH:35][cH:36][cH:37][cH:38][cH:39]3)=[C:11]([CH2:28][CH3:29])[N:12]=[C:13]([O:26][CH3:27])[NH:14]2)[cH:5][cH:6][c:7]1[F:8]. Starting materials: CCOCCO, COc1cccc2c(Cl)c(C#N)cnc12, Cl, Cc1ccc(N)cc1O, c1ccncc1. The product is COc1cccc2c(Nc3ccc(C)c(O)c3)c(C#N)cnc12. RXN SMILES: [CH3:32][CH2:33][O:34][CH2:35][CH2:36][OH:37].[Cl:1][c:2]1[c:3]([C:14]#[N:15])[cH:4][n:5][c:6]2[c:7]([O:12][CH3:13])[cH:8][cH:9][cH:10][c:11]12.[ClH:16].[OH:23][c:24]1[cH:25][c:26]([NH2:27])[cH:28][cH:29][c:30]1[CH3:31].[n:17]1[cH:18][cH:19][cH:20][cH:21][cH:22]1>>[c:2]1([NH:27][c:26]2[cH:25][c:24]([OH:23])[c:30]([CH3:31])[cH:29][cH:28]2)[c:3]([C:14]#[N:15])[cH:4][n:5][c:6]2[c:7]([O:12][CH3:13])[cH:8][cH:9][cH:10][c:11]12. Starting materials: Cl (hydrogen chloride), C(C)(C)(C)OC(=O)N(C)CCC1=NC=CC=C1 (2-[2-(N-t-butoxycarbonyl-N-methylamino)ethyl]pyridine), ClC(Cl)(Cl)OC(=O)Cl (trichloromethylchloroformate), C(C1=CC=CC=C1)OC([C@@H](N)CC1=CC=CC=C1)=O (L-phenylalanine benzyl ester). The solvent is C(C)(=O)OCC (ethyl acetate). Run at temperature 0 celsius, time 1 hour. Yields the product C(C1=CC=CC=C1)OC([C@@H](NC(=O)N(C)CCC1=NC=CC=C1)CC1=CC=CC=C1)=O (N-[N-(2-pyridyl)ethyl-N-methylaminocarbonyl]-L-phenylalanine benzyl ester). As a reaction SMILES: Cl.C(O[C:7]([N:9]([CH2:11][CH2:12][C:13]1[CH:18]=[CH:17][CH:16]=[CH:15][N:14]=1)[CH3:10])=[O:8])(C)(C)C.[CH2:19]([O:26][C:27](=[O:37])[C@H:28]([CH2:30][C:31]1[CH:36]=[CH:35][CH:34]=[CH:33][CH:32]=1)[NH2:29])[C:20]1[CH:25]=[CH:24][CH:23]=[CH:22][CH:21]=1.ClC(OC(Cl)=O)(Cl)Cl>C(OCC)(=O)C>[CH2:19]([O:26][C:27](=[O:37])[C@H:28]([CH2:30][C:31]1[CH:36]=[CH:35][CH:34]=[CH:33][CH:32]=1)[NH:29][C:7]([N:9]([CH2:11][CH2:12][C:13]1[CH:18]=[CH:17][CH:16]=[CH:15][N:14]=1)[CH3:10])=[O:8])[C:20]1[CH:21]=[CH:22][CH:23]=[CH:24][CH:25]=1. Procedure details: A solution of 4N-hydrogen chloride in ethyl acetate (5 ml) was added to 2-[2-(N-t-butoxycarbonyl-N-methylamino)ethyl]pyridine at 0° C. The solution was stirred at 0° C. for 1 hour and concentrated under reduced pressure. The residue was dissolved in methylene chloride (10 ml). Triethylamine (304 mg) and (1S)-1-benzyloxycarbonyl-2-phenylethyl isocyanate (281 mg) prepared by reacting L-phenylalanine benzyl ester with trichloromethylchloroformate was added to this solution at 0° C. The solution was...